Task: describe an organic reaction: reactants, conditions, products, and yield. Dataset: the Open Reaction Database (ORD), a public repository of structured organic reaction records The reactants are C1(=C(C(=C(C(=C1F)F)F)N)F)N.Cl.Cl (dihydrochloride), [N+](=O)([O-])C1=CC(=C(C=C1)NCCCCCCO)C (6-(4-nitro-2-methylphenylamino)hexan-1-ol). The reagents and catalysts are [Zn].[Cl-].[NH4+].O.C(C)O (zinc ammonium chloride water ethanol). Yields the product Cl.Cl.NC1=CC(=C(C=C1)NCCCCCCO)C (6-(4-amino-2-methylphenylamino)hexan-1-ol dihydrochloride). Reaction SMILES: [N+:1]([C:4]1[CH:9]=[CH:8][C:7]([NH:10][CH2:11][CH2:12][CH2:13][CH2:14][CH2:15][CH2:16][OH:17])=[C:6]([CH3:18])[CH:5]=1)([O-])=O.C1(N)C(F)=C(F)C(F)=C(N)C=1F.[ClH:31].Cl>[Zn].[Cl-].[NH4+].O.C(O)C>[ClH:31].[ClH:31].[NH2:1][C:4]1[CH:9]=[CH:8][C:7]([NH:10][CH2:11][CH2:12][CH2:13][CH2:14][CH2:15][CH2:16][OH:17])=[C:6]([CH3:18])[CH:5]=1 |f:1.2.3,4.5.6.7.8,9.10.11|. Reported procedure: The 6-(4-nitro-2-methylphenylamino)hexan-1-ol (11) obtained above was reduced with a boiling zinc/ammonium chloride/water/ethanol mixture. The corresponding amine was isolated in dihydrochloride form. Starting materials: O=Cc1cccc(Br)n1, COc1cccc(Br)n1, C1CCOC1, [Li]CCCC. Yields the product COc1cccc(C(O)c2cccc(Br)n2)n1. Reaction SMILES: [Br:15][c:16]1[cH:17][cH:18][cH:19][c:20]([CH:22]=[O:23])[n:21]1.[Br:1][c:2]1[n:3][c:4]([O:8][CH3:9])[cH:5][cH:6][cH:7]1.[CH2:24]1[O:25][CH2:26][CH2:27][CH2:28]1.[CH3:10][CH2:11][CH2:12][CH2:13][Li:14]>>[c:2]1([CH:22]([c:20]2[cH:19][cH:18][cH:17][c:16]([Br:15])[n:21]2)[OH:23])[n:3][c:4]([O:8][CH3:9])[cH:5][cH:6][cH:7]1.